Dataset: the Open Reaction Database (ORD), a public repository of structured organic reaction records. Task: describe an organic reaction: reactants, conditions, products, and yield Starting materials: FC(C1=C(C=CC=C1)CNC(=O)[C@H]1CC[C@H](CC1)NC(OC(C)(C)C)=O)(F)F (1,1-dimethylethyl {cis-4-[({[2-(trifluoromethyl)phenyl]methyl}amino)carbonyl]cyclohexyl}carbamate), C(=O)(C(F)(F)F)O (TFA). The solvent is C(Cl)Cl (CH2Cl2), C(Cl)Cl (CH2Cl2). Conditions: temperature 0 celsius, time 10 minute. Product: N[C@H]1CC[C@H](CC1)C(=O)NCC1=C(C=CC=C1)C(F)(F)F (cis-4-amino-N-{[2-(trifluoromethyl)phenyl]methyl}cyclohexanecarboxamide). RXN SMILES: [F:1][C:2]([F:28])([F:27])[C:3]1[CH:8]=[CH:7][CH:6]=[CH:5][C:4]=1[CH2:9][NH:10][C:11]([C@@H:13]1[CH2:18][CH2:17][C@H:16]([NH:19]C(=O)OC(C)(C)C)[CH2:15][CH2:14]1)=[O:12].C(O)(C(F)(F)F)=O>C(Cl)Cl>[NH2:19][C@@H:16]1[CH2:15][CH2:14][C@H:13]([C:11]([NH:10][CH2:9][C:4]2[CH:5]=[CH:6][CH:7]=[CH:8][C:3]=2[C:2]([F:1])([F:27])[F:28])=[O:12])[CH2:18][CH2:17]1. Reported procedure: To a solution of 1,1-dimethylethyl {cis-4-[({[2-(trifluoromethyl)phenyl]methyl}amino)carbonyl]cyclohexyl}carbamate in CH2Cl2 (40 ml) at 0° C., a premixed solution of CH2Cl2 (10 ml) and TFA (10 ml) was added. The reaction mixture was stirred at 0° C. for 10 min. The reaction was warmed to room temperature and stirring was continued for 2 h. The solvent was next removed under reduced pressure to yield 2.83 g (69% over 2 steps) of the title compound. MS ES+): m/e 301.1 [M+H]+. Starting materials: ON1N=NC2=C1C=CC=C2 (1-hydroxybenzotriazole), OC1=C(C=C(C=C1)C=1C=C(NC(N1)=O)C1=CC=C(C(=O)O)C=C1)C (4-(6-(4-Hydroxy-3-methylphenyl)-2-oxo-2,3-dihydropyrimidin-4-yl)benzoic acid), OC1=C(C=C(C=C1)C=1C=C(NC(N1)=O)C1=CC=C(C(=O)O)C=C1)C (4-(6-(4-Hydroxy-3-methylphenyl)-2-oxo-2,3-dihydropyrimidin-4-yl)benzoic acid), O1CCN(CC1)CCCN (3-morpholinopropan-1-amine), CCN=C=NCCC[N+](C)(C)C.[I-] (1-[3-(dimethylamino)propyl]-3-ethylcarbodiimide methiodide). The solvent is ClC(C)Cl (dichloroethane), CN(C=O)C (N,N-dimethylformamide). Reaction conditions: time 15 hour. Yields the product OC1=C(C=C(C=C1)C=1C=C(NC(N1)=O)C1=CC=C(C(=O)NCCCN2CCOCC2)C=C1)C (4-[6-(4-Hydroxy-3-methylphenyl)-2-oxo-2,3-dihydropyrimidin-4-yl]-N-(3-morpholin-4-ylpropyl)benzamide). Isolated yield 27.9%. RXN SMILES: [OH:1][C:2]1[CH:7]=[CH:6][C:5]([C:8]2[CH:9]=[C:10]([C:15]3[CH:23]=[CH:22][C:18]([C:19]([OH:21])=O)=[CH:17][CH:16]=3)[NH:11][C:12](=[O:14])[N:13]=2)=[CH:4][C:3]=1[CH3:24].[O:25]1[CH2:30][CH2:29][N:28]([CH2:31][CH2:32][CH2:33][NH2:34])[CH2:27][CH2:26]1.ON1C2C=CC=CC=2N=N1.CCN=C=NCCC[N+](C)(C)C.[I-]>ClC(Cl)C.CN(C)C=O>[OH:1][C:2]1[CH:7]=[CH:6][C:5]([C:8]2[CH:9]=[C:10]([C:15]3[CH:23]=[CH:22][C:18]([C:19]([NH:34][CH2:33][CH2:32][CH2:31][N:28]4[CH2:29][CH2:30][O:25][CH2:26][CH2:27]4)=[O:21])=[CH:17][CH:16]=3)[NH:11][C:12](=[O:14])[N:13]=2)=[CH:4][C:3]=1[CH3:24] |f:3.4|. Procedure: 4-(6-(4-Hydroxy-3-methylphenyl)-2-oxo-2,3-dihydropyrimidin-4-yl)benzoic acid (Compound 265, 15.5 mg, 48 umol) and 3-morpholinopropan-1-amine (5.8 mg, 40 umol) were dissolved in dichloroethane (1.25 mL) and N,N-dimethylformamide (0.79 mL). To this solution was added 1-hydroxybenzotriazole (6.8 mg, 50 umol) followed by 1-[3-(dimethylamino)propyl]-3-ethylcarbodiimide methiodide (17.8 mg, 60 umol). The reaction mixture was stirred at room temperature for 15 hours and was concentrated in vacuo. The r... Reactants: ClCC(=O)C1=CC(=C(C=C1)Cl)S(N)(=O)=O (2,4'-dichloro-3'-sulfamoylacetophenone), C1(CC1)NC(=S)NC1CC1 (1,3-dicyclopropylthiourea). Yields the product Cl.ClC1=C(C=C(C=C1)C1(N(C(SC1)=NC1CC1)C1CC1)O)S(N)(=O)=O (4-(4-Chloro-3-sulfamoylphenyl)-3-cyclopropyl-2-cyclopropylimino-1,3-thiazolidine-4-ol-hydrochloride). RXN SMILES: [Cl:1][CH2:2][C:3]([C:5]1[CH:10]=[CH:9][C:8]([Cl:11])=[C:7]([S:12](=[O:15])(=[O:14])[NH2:13])[CH:6]=1)=[O:4].[CH:16]1([NH:19][C:20]([NH:22][CH:23]2[CH2:25][CH2:24]2)=[S:21])[CH2:18][CH2:17]1>>[ClH:1].[Cl:11][C:8]1[CH:9]=[CH:10][C:5]([C:3]2([OH:4])[CH2:2][S:21][C:20](=[N:19][CH:16]3[CH2:18][CH2:17]3)[N:22]2[CH:23]2[CH2:25][CH2:24]2)=[CH:6][C:7]=1[S:12](=[O:15])(=[O:14])[NH2:13] |f:2.3|. Procedure: 5.2 g of 2,4'-dichloro-3'-sulfamoylacetophenone and 3.1 g of 1,3-dicyclopropylthiourea were reacted according to the prescription given in Example 12 and the colorless crystalline precipitate of the end product was filtered off. The reactants are BrC1=CC(=C(C=C1)OC)F (4-bromo-2-fluoroanisole), C(CCC)[Li] (n-butyl lithium), B(OC(C)C)(OC(C)C)OC(C)C (triisopropyl borate). The product is FC=1C=C(C=CC1OC)B(O)O (3-Fluoro-4-methoxyphenylboronic Acid). Reaction SMILES: Br[C:2]1[CH:7]=[CH:6][C:5]([O:8][CH3:9])=[C:4]([F:10])[CH:3]=1.C([Li])CCC.[B:16](OC(C)C)([O:21]C(C)C)[O:17]C(C)C>>[F:10][C:4]1[CH:3]=[C:2]([B:16]([OH:21])[OH:17])[CH:7]=[CH:6][C:5]=1[O:8][CH3:9]. Procedure details: The title compound was prepared by reacting 4-bromo-2-fluoroanisole (10 g, 0.049 mol) with n-butyl lithium (23.4 mL of 2.5 M solution in hexane, 0.059 mol) followed by triisopropyl borate (45.2 mL, 36.9 g, 0.196 mol) according to method F to yield 7.1 g (85.2%) of a white solid-MS (ESI) m/z 169 (M−H)−: 1H NMR (DMSO-d6): δ 3.84 (3H, s), 7.10-7.16 (1H, m), 7.51-7.60 (2H, m). Starting materials: CNC (dimethylamine), CC(C(COC1=C(C=C(C=C1)C(CC)(CC)C1=CC2=C(S1)C=CC(=C2)C(=O)O)C)=O)(C)C (2-{1-[4-(3,3-dimethyl-2-oxo-butoxy)-3-methyl-phenyl]-1-ethyl-propyl}-benzo[b]thiophene-5-carboxylic acid), C=1C=CC2=C(C1)N=NN2O (HOBT), C(CCl)Cl (EDC). Run in C(Cl)Cl (CH2Cl2), CCN(CC)CC (Et3N). Reaction conditions: time 10 minute. Product: CN(C(=O)C1=CC2=C(SC(=C2)C(CC)(CC)C2=CC(=C(C=C2)OCC(C(C)(C)C)=O)C)C=C1)C (2-{1-[4-(3,3-Dimethyl-2-oxo-butoxy)-3-methyl-phenyl]-1-ethyl-propyl}-benzo[b]thiophene-5-carboxylic acid dimethylamide). The yield is 41.0%. RXN SMILES: [CH3:1][C:2]([CH3:32])([CH3:31])[C:3](=[O:30])[CH2:4][O:5][C:6]1[CH:11]=[CH:10][C:9]([C:12]([C:17]2[S:21][C:20]3[CH:22]=[CH:23][C:24]([C:26](O)=[O:27])=[CH:25][C:19]=3[CH:18]=2)([CH2:15][CH3:16])[CH2:13][CH3:14])=[CH:8][C:7]=1[CH3:29].C1C=CC2N(O)N=NC=2C=1.C(Cl)CCl.[CH3:47][NH:48][CH3:49]>C(Cl)Cl.CCN(CC)CC>[CH3:47][N:48]([CH3:49])[C:26]([C:24]1[CH:23]=[CH:22][C:20]2[S:21][C:17]([C:12]([C:9]3[CH:10]=[CH:11][C:6]([O:5][CH2:4][C:3](=[O:30])[C:2]([CH3:32])([CH3:31])[CH3:1])=[C:7]([CH3:29])[CH:8]=3)([CH2:15][CH3:16])[CH2:13][CH3:14])=[CH:18][C:19]=2[CH:25]=1)=[O:27]. Reported procedure: A solution of 2-{1-[4-(3,3-dimethyl-2-oxo-butoxy)-3-methyl-phenyl]-1-ethyl-propyl}-benzo[b]thiophene-5-carboxylic acid (210 mg, 0.464 mmol) in CH2Cl2 (5.0 mL) is treated with Et3N (1.0 mL), HOBT (94 mg, 0.70 mmol), and EDC (134 mg, 0.70 mmol). The mixture is stirred for 10 min at RT, and dimethylamine (1.0 mL, 2.0 M in THF) is added. The reaction mixture is stirred for 18 h, loaded onto a silica gel column, and eluted with 65% EtOAc/Hex to afford the title compound (90 mg, 41%). Run in C(C)(=O)OC(C)=O (acetic anhydride). As a reaction SMILES: [C:1]([C:4]1[CH:11]=[CH:10][C:7]([CH:8]=O)=[CH:6][CH:5]=1)([OH:3])=[O:2].[N:12]1[CH:17]=[CH:16][C:15]([CH3:18])=[CH:14][CH:13]=1>C(OC(=O)C)(=O)C>[N:12]1[CH:17]=[CH:16][C:15](/[CH:18]=[CH:8]/[C:7]2[CH:10]=[CH:11][C:4]([C:1]([OH:3])=[O:2])=[CH:5][CH:6]=2)=[CH:14][CH:13]=1. The yield is 14.0%. Starting materials: C(=O)(O)C1=CC=C(C=O)C=C1 (4-Carboxybenzaldehyde), N1=CC=C(C=C1)C (4-picoline). Reported procedure: 4-Carboxybenzaldehyde (2.03 g, 13.3 mmol, Aldrich) and 4-picoline (1.24 g, 13.3 mmol, Aldrich) were placed in a round-bottomed flask, to which a 20 mL of acetic anhydride was added. The reaction mixture was heated to reflux for 24 h. The solid was filtered and the solid was washed with acetic acid then with water before being dried in vacuo, at 50° C. overnight to give the title compound as an off white solid (426 mg, 14%). Yields the product N1=CC=C(C=C1)/C=C/C1=CC=C(C(=O)O)C=C1 (4-[(E)-2-(4-Pyridinyl)ethenyl]benzoic acid), solid.